This data is from the Open Reaction Database (ORD), a public repository of structured organic reaction records. The task is: describe an organic reaction: reactants, conditions, products, and yield Starting materials: [Cl-].[NH4+] (ammonium chloride), C (charcoal), ClC=1C=C2C=3C=CN=CC3NC2=C(C1SCC)[N+](=O)[O-] (6-chloro-7-ethylsulfanyl-8-nitro-9H-β-carboline). Reagents/catalysts: [Fe] (iron). Solvent: C(C)(=O)OCC (ethyl acetate), C(C)O (ethanol). Reaction conditions: temperature 60 celsius, time 20 hour. The product is ClC=1C=C2C=3C=CN=CC3NC2=C(C1SCC)N (6-chloro-7-ethylsulfanyl-9H-β-carbolin-8-ylamine). The yield is 100.0%. RXN SMILES: [Cl:1][C:2]1[CH:3]=[C:4]2[C:12](=[C:13]([N+:18]([O-])=O)[C:14]=1[S:15][CH2:16][CH3:17])[NH:11][C:10]1[CH:9]=[N:8][CH:7]=[CH:6][C:5]2=1.[Cl-].[NH4+].C>C(O)C.C(OCC)(=O)C.[Fe]>[Cl:1][C:2]1[CH:3]=[C:4]2[C:12](=[C:13]([NH2:18])[C:14]=1[S:15][CH2:16][CH3:17])[NH:11][C:10]1[CH:9]=[N:8][CH:7]=[CH:6][C:5]2=1 |f:1.2|. Reported procedure: A 50 ml round-bottom flask with magnetic stirrer was charged with 6-chloro-7-ethylsulfanyl-8-nitro-9H-β-carboline (85.0 mg, 0.28 mmol) in 10 ml anhydrous ethanol. To the resulting orange mixture at RT was added 0.33 M aqueous ammonium chloride (2.0 ml, 0.66 mmol) and iron powder (680 mg, 12.2 mmol). The reaction mixture was heated to 60° C. and stirred vigorously for 20 hr. Next, the mixture was cooled to RT, diluted with ethyl acetate (15 ml), and activated charcoal (˜180 mg) was added. The res...